Dataset: the Open Reaction Database (ORD), a public repository of structured organic reaction records. Task: describe an organic reaction: reactants, conditions, products, and yield Starting materials: S(=O)(=O)(OC)OC (dimethyl sulfate), OC=1C(=C(OCCCOC=2C(=C(OCC(=O)OCC)C=CC2)CCC)C=CC1C(=O)N1CCCC1)CCC (Ethyl [3-[3-[3-hydroxy-2-propyl-4-(1-pyrrolidinylcarbonyl)phenoxy]propoxy]-2-propylphenoxy]acetate), C1CCOC1 (THF), [OH-].[K+] (potassium hydroxide). Solvent: C(C)(=O)OCC.CCCCCC (ethyl acetate hexane), O (water). Reaction conditions: time 8 hour. Product: COC=1C(=C(OCCCOC=2C(=C(OCC(=O)OCC)C=CC2)CCC)C=CC1C(=O)N1CCCC1)CCC (Ethyl [3-[3-[3-methoxy-2-propyl-4-(1-pyrrolidinylcarbonyl)phenoxy]propoxy]-2-propylphenoxy]acetate). RXN SMILES: [OH:1][C:2]1[C:3]([CH2:36][CH2:37][CH3:38])=[C:4]([CH:26]=[CH:27][C:28]=1[C:29]([N:31]1[CH2:35][CH2:34][CH2:33][CH2:32]1)=[O:30])[O:5][CH2:6][CH2:7][CH2:8][O:9][C:10]1[C:11]([CH2:23][CH2:24][CH3:25])=[C:12]([CH:20]=[CH:21][CH:22]=1)[O:13][CH2:14][C:15]([O:17][CH2:18][CH3:19])=[O:16].[CH2:39]1COCC1.[OH-].[K+].S(OC)(OC)(=O)=O>C(OCC)(=O)C.CCCCCC.O>[CH3:39][O:1][C:2]1[C:3]([CH2:36][CH2:37][CH3:38])=[C:4]([CH:26]=[CH:27][C:28]=1[C:29]([N:31]1[CH2:35][CH2:34][CH2:33][CH2:32]1)=[O:30])[O:5][CH2:6][CH2:7][CH2:8][O:9][C:10]1[C:11]([CH2:23][CH2:24][CH3:25])=[C:12]([CH:20]=[CH:21][CH:22]=1)[O:13][CH2:14][C:15]([O:17][CH2:18][CH3:19])=[O:16] |f:2.3,5.6|. Reported procedure: The compound of Example 48 (200 mg, 0.3789 mmol) was added to 2.0 ml of THF then potassium hydroxide (25.5 mg, 0.4546 mmol) was added followed by dimethyl sulfate (71.7 mg, 0.5683 mmol), and the reaction mixture was stirred at room temperature overnight. The reaction mixture was poured into water and extracted three times with ethyl acetate and the combined extracts were dried over anhydrous magnesium sulfate and filtered. The solvent was removed under vacuum to give an oil. Chromatography of th... Reactants: C([O-])([O-])=O.[K+].[K+] (potassium carbonate), ClC1=C(C=C(C=C1)[N+](=O)[O-])[N+](=O)[O-] (1-Chloro-2,4-dinitrobenzene), FC1=C(C=CC(=C1)I)NC1=CC(N(C=2N=CNC(C21)=O)C)=O (5-(2-fluoro-4-iodophenylamino)-8-methylpyrido[2,3-d]pyrimidine-4,7(3H,8H)-dione), [I-].[K+] (potassium iodide). Run in CN(C)C=O (DMF). Run at time 5 minute. Yields the product [N+](=O)([O-])C1=C(C=CC(=C1)[N+](=O)[O-])N1C=NC2=C(C1=O)C(=CC(N2C)=O)NC2=C(C=C(C=C2)I)F (3-(2,4-dinitrophenyl)-5-(2-fluoro-4-iodophenylamino)-8-methylpyrido[2,3-d]pyrimidine-4,7(3H,8H)-dione), 24A. Isolated yield 31.0%. As a reaction SMILES: [F:1][C:2]1[CH:7]=[C:6]([I:8])[CH:5]=[CH:4][C:3]=1[NH:9][C:10]1[C:19]2[C:18](=[O:20])[NH:17][CH:16]=[N:15][C:14]=2[N:13]([CH3:21])[C:12](=[O:22])[CH:11]=1.[I-].[K+].C(=O)([O-])[O-].[K+].[K+].Cl[C:32]1[CH:37]=[CH:36][C:35]([N+:38]([O-:40])=[O:39])=[CH:34][C:33]=1[N+:41]([O-:43])=[O:42]>CN(C=O)C>[N+:38]([C:35]1[CH:34]=[C:33]([N+:41]([O-:43])=[O:42])[CH:32]=[CH:37][C:36]=1[N:17]1[C:18](=[O:20])[C:19]2[C:10]([NH:9][C:3]3[CH:4]=[CH:5][C:6]([I:8])=[CH:7][C:2]=3[F:1])=[CH:11][C:12](=[O:22])[N:13]([CH3:21])[C:14]=2[N:15]=[CH:16]1)([O-:40])=[O:39] |f:1.2,3.4.5|. Procedure details: To a mixture of 5-(2-fluoro-4-iodophenylamino)-8-methylpyrido[2,3-d]pyrimidine-4,7(3H,8H)-dione 5F (41 mg, 0.1 mmol, 1 eq) and catalytic amount of potassium iodide in DMF (1 mL) was added potassium carbonate (21 mg, 0.15 mmol, 1.5 eq). The reaction mixture was stirred at ambient temperature for 5 minutes. 1-Chloro-2,4-dinitrobenzene (22 mg, 0.11 mmol, 1.1 eq) was then added and the reaction mixture was irradiated with microwave at 80° C. for 30 minutes and then at 100° C. for 30 minutes. The rea... Starting materials: COc1cc(-c2csc3c(N=C(c4ccccc4)c4ccccc4)cnc(N=CN(C)C)c23)ccc1NC(=O)c1cc2ccccc2n1C, CO, ClCCl, Cl, C1CCOC1. Yields the product COc1cc(-c2csc3c(N)cnc(N=CN(C)C)c23)ccc1NC(=O)c1cc2ccccc2n1C. As a reaction SMILES: [CH3:1][N:2]([CH3:3])[CH:4]=[N:5][c:6]1[n:7][cH:8][c:9]([N:36]=[C:37]([c:38]2[cH:39][cH:40][cH:41][cH:42][cH:43]2)[c:44]2[cH:45][cH:46][cH:47][cH:48][cH:49]2)[c:10]2[c:11]1[c:12](-[c:15]1[cH:16][c:17]([O:34][CH3:35])[c:18]([NH:21][C:22](=[O:23])[c:24]3[n:25]([CH3:33])[c:26]4[cH:27][cH:28][cH:29][cH:30][c:31]4[cH:32]3)[cH:19][cH:20]1)[cH:13][s:14]2.[CH3:59][OH:60].[Cl:56][CH2:57][Cl:58].[ClH:50].[O:51]1[CH2:52][CH2:53][CH2:54][CH2:55]1>>[CH3:1][N:2]([CH3:3])[CH:4]=[N:5][c:6]1[n:7][cH:8][c:9]([NH2:36])[c:10]2[c:11]1[c:12](-[c:15]1[cH:16][c:17]([O:34][CH3:35])[c:18]([NH:21][C:22](=[O:23])[c:24]3[n:25]([CH3:33])[c:26]4[cH:27][cH:28][cH:29][cH:30][c:31]4[cH:32]3)[cH:19][cH:20]1)[cH:13][s:14]2. Starting materials: O=C(n1ccnc1)n1ccnc1, CNOC, Cc1noc(NS(=O)(=O)c2ccsc2C(=O)O)c1Cl, Cl, Cl, C1CCOC1, c1c[nH]cn1. Product: CON(C)C(=O)c1sccc1S(=O)(=O)Nc1onc(C)c1Cl. RXN SMILES: [C:20]([n:21]1[cH:22][cH:23][n:24][cH:25]1)([n:26]1[cH:27][cH:28][n:29][cH:30]1)=[O:31].[CH3:38][NH:39][O:40][CH3:41].[Cl:1][c:2]1[c:3]([CH3:19])[n:4][o:5][c:6]1[NH:7][S:8](=[O:9])(=[O:10])[c:11]1[c:12]([C:16](=[O:17])[OH:18])[s:13][cH:14][cH:15]1.[ClH:37].[ClH:42].[O:43]1[CH2:44][CH2:45][CH2:46][CH2:47]1.[nH:32]1[cH:33][cH:34][n:35][cH:36]1>>[Cl:1][c:2]1[c:3]([CH3:19])[n:4][o:5][c:6]1[NH:7][S:8](=[O:9])(=[O:10])[c:11]1[c:12]([C:16](=[O:18])[N:39]([CH3:38])[O:40][CH3:41])[s:13][cH:14][cH:15]1. The reactants are BrC=1C=C(C=CC1C#N)N[C@H]1[C@H](CCCC1)NC(OC(C)(C)C)=O (tert-butyl (1S,2R)-2-(3-bromo-4-cyanophenylamino)cyclohexylcarbamate), CC=1C=C(N)C=C(C1)C (3,5-dimethylaniline), C=1C=CC(=CC1)P(C=2C=CC=CC2)C3=CC=C4C=CC=CC4=C3C5=C6C=CC=CC6=CC=C5P(C=7C=CC=CC7)C=8C=CC=CC8 (BINAP), C(=O)([O-])[O-].[K+].[K+] (K2CO3). Reagents/catalysts: CC(=O)[O-].CC(=O)[O-].[Pd+2] (Pd(OAc)2). The solvent is O1CCOCC1 (dioxane). Run at time 4 hour. Product: C(#N)C1=C(C=C(C=C1)N[C@H]1[C@H](CCCC1)NC(OC(C)(C)C)=O)NC1=CC(=CC(=C1)C)C (tert-butyl (1S,2R)-2-(4-cyano-3-(3,5-dimethylphenylamino)phenylamino)cyclohexylcarbamate), crude residue. RXN SMILES: Br[C:2]1[CH:3]=[C:4]([NH:10][C@@H:11]2[CH2:16][CH2:15][CH2:14][CH2:13][C@@H:12]2[NH:17][C:18](=[O:24])[O:19][C:20]([CH3:23])([CH3:22])[CH3:21])[CH:5]=[CH:6][C:7]=1[C:8]#[N:9].[CH3:25][C:26]1[CH:27]=[C:28]([CH:30]=[C:31]([CH3:33])[CH:32]=1)[NH2:29].C1C=CC(P(C2C(C3C(P(C4C=CC=CC=4)C4C=CC=CC=4)=CC=C4C=3C=CC=C4)=C3C(C=CC=C3)=CC=2)C2C=CC=CC=2)=CC=1.C([O-])([O-])=O.[K+].[K+]>O1CCOCC1.CC([O-])=O.CC([O-])=O.[Pd+2]>[C:8]([C:7]1[CH:6]=[CH:5][C:4]([NH:10][C@@H:11]2[CH2:16][CH2:15][CH2:14][CH2:13][C@@H:12]2[NH:17][C:18](=[O:24])[O:19][C:20]([CH3:23])([CH3:22])[CH3:21])=[CH:3][C:2]=1[NH:29][C:28]1[CH:30]=[C:31]([CH3:33])[CH:32]=[C:26]([CH3:25])[CH:27]=1)#[N:9] |f:3.4.5,7.8.9|. Procedure details: A mixture of tert-butyl (1S,2R)-2-(3-bromo-4-cyanophenylamino)cyclohexylcarbamate (150 mg, 0.380 mmol), 3,5-dimethylaniline (95 uL, 0.761 mmol), BINAP (40 mg, 0.064 mmol), Pd(OAc)2 (25 mg, 0.11 mmol) and K2CO3 (150 mg, 1.08 mmol) in dioxane (4 mL) was degassed with Ar, then was stirred at 100 C for 4 h. EtOAc and water were added. The organic phase was separated, washed with 1N HCl, then with 5% NaHCO3, dried over Na2SO4, concentrated in vacuo to give tert-butyl (1S,2R)-2-(4-cyano-3-(3,5-dimethy... Reactants: O=C(CBr)OCc1ccccc1, CC(C)=O, CCOc1cc(O)cc2c1C(=O)N(COC(=O)c1c(Cl)cccc1Cl)S2(=O)=O, [K+], [K+], O=C([O-])[O-]. Yields the product CCOc1cc(OCC(=O)OCc2ccccc2)cc2c1C(=O)N(COC(=O)c1c(Cl)cccc1Cl)S2(=O)=O. As a reaction SMILES: [Br:35][CH2:36][C:37](=[O:38])[O:39][CH2:40][c:41]1[cH:42][cH:43][cH:44][cH:45][cH:46]1.[CH3:47][C:48](=[O:49])[CH3:50].[Cl:1][c:2]1[c:3]([C:4](=[O:5])[O:6][CH2:7][N:8]2[S:9](=[O:10])(=[O:11])[c:12]3[cH:13][c:14]([OH:23])[cH:15][c:16]([O:20][CH2:21][CH3:22])[c:17]3[C:18]2=[O:19])[c:24]([Cl:28])[cH:25][cH:26][cH:27]1.[K+:29].[K+:30].[O-:31][C:32]([O-:33])=[O:34]>>[Cl:1][c:2]1[c:3]([C:4](=[O:5])[O:6][CH2:7][N:8]2[S:9](=[O:10])(=[O:11])[c:12]3[cH:13][c:14]([O:23][CH2:36][C:37](=[O:38])[O:39][CH2:40][c:41]4[cH:42][cH:43][cH:44][cH:45][cH:46]4)[cH:15][c:16]([O:20][CH2:21][CH3:22])[c:17]3[C:18]2=[O:19])[c:24]([Cl:28])[cH:25][cH:26][cH:27]1. Reactants: ClC1=C(C(=CC(=C1)Cl)OC)C=1OCC(N1)(C)C (2-(2,4-dichloro-6-methoxyphenyl)-4,4-dimethyl-2-oxazoline), COC1=C(C=CC=C1)[Mg]Br (2-methoxyphenylmagnesium bromide), FC1=CC=C(C=C1)[Mg]Br (4-fluorophenylmagnesium bromide), COC1=C(C=CC=C1)C=1OCC(N1)(C)C (2-(2-methoxyphenyl)-4,4-dimethyl-2-oxazoline). Yields the product ClC=1C(=C(C=C(C1)Cl)C1=CC=C(C=C1)F)/C=C/[C@H]1C[C@@H](CC(O1)=O)O ((E)-trans-6-{2-[3,5-Dichloro-4'-fluoro-2-(1,1'-biphenyl)yl]ethenyl}-3,4,5,6-tetrahydro-4-hydroxy-2H-pyran-2-one). Reported procedure: By substituting equimolar amounts of 2-(2,4-dichloro-6-methoxyphenyl)-4,4-dimethyl-2-oxazoline and 4-fluorophenylmagnesium bromide for 2-(2-methoxyphenyl)-4,4-dimethyl-2-oxazoline and 2-methoxyphenylmagnesium bromide, the title compound was prepared following the procedure of Example 17, Step A, (85%), mp 93°-95° C. Reaction SMILES: [Cl:1][C:2]1[CH:7]=[C:6]([Cl:8])[CH:5]=[C:4](OC)[C:3]=1[C:11]1OCC(C)(C)N=1.[F:18][C:19]1[CH:24]=[CH:23][C:22]([Mg]Br)=[CH:21][CH:20]=1.C[O:28][C:29]1[CH:34]=CC=C[C:30]=1[C:35]1[O:36][CH2:37][C:38](C)(C)N=1.C[O:43]C1C=CC=CC=1[Mg]Br>>[Cl:1][C:2]1[C:3](/[CH:11]=[CH:38]/[C@@H:37]2[O:36][C:35](=[O:43])[CH2:30][C@@H:29]([OH:28])[CH2:34]2)=[C:4]([C:22]2[CH:23]=[CH:24][C:19]([F:18])=[CH:20][CH:21]=2)[CH:5]=[C:6]([Cl:8])[CH:7]=1.